From a dataset of the Open Reaction Database (ORD), a public repository of structured organic reaction records. describe an organic reaction: reactants, conditions, products, and yield Reactants: ICC=1N=C(OC1C1=CC=CC=C1)C1=CC=C(C=C1)C (4-iodomethyl-5-phenyl-2-p-tolyloxazole), C/C(=N\O)/C(=O)C (diacetylmonoxime), FC(C1=C(C=O)C=CC=C1)(F)F (2-trifluoromethylbenzaldehyde). Yields the product ICC=1N=C(OC1C)C1=C(C=CC=C1)C(F)(F)F (4-iodomethyl-5-methyl-2-(2-trifluoromethylphenyl)oxazole). Reaction SMILES: [I:1][CH2:2][C:3]1[N:4]=[C:5]([C:14]2[CH:19]=[CH:18][C:17](C)=[CH:16][CH:15]=2)[O:6][C:7]=1[C:8]1C=CC=CC=1.C/C(/C(C)=O)=N\O.[F:28][C:29]([F:39])([F:38])C1C=CC=CC=1C=O>>[I:1][CH2:2][C:3]1[N:4]=[C:5]([C:14]2[CH:15]=[CH:16][CH:17]=[CH:18][C:19]=2[C:29]([F:39])([F:38])[F:28])[O:6][C:7]=1[CH3:8]. Procedure details: Analogously to the building block synthesis of 4-iodomethyl-5-phenyl-2-p-tolyloxazole, diacetylmonoxime and 2-trifluoromethylbenzaldehyde gave 4-iodomethyl-5-methyl-2-(2-trifluoromethylphenyl)oxazole. The product is FC=1C=C(C=2C=NN(C2C1)COCC[Si](C)(C)C)O (6-fluoro-1-((2-(trimethylsilyl)ethoxy)methyl)-1H-indazol-4-ol). Starting materials: [Si](C)(C)(C(C)(C)C)OC1=C2C=NN(C2=CC(=C1)F)COCC[Si](C)(C)C (4-(tert-butyldimethylsilyloxy)-6-fluoro-1-((2-(trimethylsilyl)ethoxy)methyl)-1H-indazole), [F-].C(CCC)[N+](CCCC)(CCCC)CCCC (tetrabutyl ammonium fluoride). Procedure details: A mixture of EXAMPLE 414B (1.8 g) and 1.0 N tetrabutyl ammonium fluoride (13.6 mL) in tetrahydrofuran (15 mL) was stirred for 2 hours. The solvent was removed, and the residue was partitioned between water and ethyl acetate. The organic layer was separated, and the aqueous layer was extracted with additional ethyl acetate. The combined organic layers were washed with brine, dried over MgSO4, filtered, and concentrated. The residue was purified by flash chromatography on silica gel to give the ti... Solvent: O1CCCC1 (tetrahydrofuran). Reaction SMILES: [Si]([O:8][C:9]1[CH:17]=[C:16]([F:18])[CH:15]=[C:14]2[C:10]=1[CH:11]=[N:12][N:13]2[CH2:19][O:20][CH2:21][CH2:22][Si:23]([CH3:26])([CH3:25])[CH3:24])(C(C)(C)C)(C)C.[F-].C([N+](CCCC)(CCCC)CCCC)CCC>O1CCCC1>[F:18][C:16]1[CH:17]=[C:9]([OH:8])[C:10]2[CH:11]=[N:12][N:13]([CH2:19][O:20][CH2:21][CH2:22][Si:23]([CH3:25])([CH3:24])[CH3:26])[C:14]=2[CH:15]=1 |f:1.2|. Reactants: ICC([C@H]1[C@@H](C[C@H]2[C@@H]3CCC4=CC(C=C[C@]4(C)C3=CC[C@]12C)=O)C)=O (21-iodo-16α-methylpregna-1,4,9(11)-triene-3,20-dione), N1=C(C=CC=C1)C1=NC(=NC(=N1)C1=NC=CC=C1)N1CCNCC1 (4-[4,6-bis(2-pyridinyl)-1,3,5-triazin-2-yl]piperazine). The product is C[C@H]1[C@H](C(CN2CCN(CC2)C2=NC(=NC(=N2)C2=NC=CC=C2)C2=NC=CC=C2)=O)[C@]2(CC=C3[C@]4(C=CC(C=C4CC[C@H]3[C@@H]2C1)=O)C)C (16α-Methyl-21-[4-[4,6-bis(2-pyridinyl)-1,3,5-triazin-2-yl]-1-piperazinyl]pregna-1,4,9(11)-triene-3,20-dione). As a reaction SMILES: I[CH2:2][C:3](=[O:25])[C@@H:4]1[C@:21]2([CH3:22])[C@H:7]([C@H:8]3[C:18](=[CH:19][CH2:20]2)[C@:16]2([CH3:17])[C:11](=[CH:12][C:13](=[O:23])[CH:14]=[CH:15]2)[CH2:10][CH2:9]3)[CH2:6][C@H:5]1[CH3:24].[N:26]1[CH:31]=[CH:30][CH:29]=[CH:28][C:27]=1[C:32]1[N:37]=[C:36]([C:38]2[CH:43]=[CH:42][CH:41]=[CH:40][N:39]=2)[N:35]=[C:34]([N:44]2[CH2:49][CH2:48][NH:47][CH2:46][CH2:45]2)[N:33]=1>>[CH3:24][C@@H:5]1[CH2:6][C@@H:7]2[C@:21]([CH3:22])([CH2:20][CH:19]=[C:18]3[C@H:8]2[CH2:9][CH2:10][C:11]2[C@:16]3([CH3:17])[CH:15]=[CH:14][C:13](=[O:23])[CH:12]=2)[C@H:4]1[C:3](=[O:25])[CH2:2][N:47]1[CH2:48][CH2:49][N:44]([C:34]2[N:35]=[C:36]([C:38]3[CH:43]=[CH:42][CH:41]=[CH:40][N:39]=3)[N:37]=[C:32]([C:27]3[CH:28]=[CH:29][CH:30]=[CH:31][N:26]=3)[N:33]=2)[CH2:45][CH2:46]1. Procedure details: Following the general procedure of EXAMPLES 1-6A, 7, 8, 11-19, 83 and 126, and making non-critical variations but starting with 21-iodo-16α-methylpregna-1,4,9(11)-triene-3,20-dione (PREPARATION S-22) and 4-[4,6-bis(2-pyridinyl)-1,3,5-triazin-2-yl]piperazine (PREPARATION A-49) the title compound is obtained. Reactants: CC(=O)O, CO, C=Cc1ccccn1, COC(=O)Cc1c(F)ccc(N)c1F. The product is COC(=O)Cc1c(F)ccc(NCCc2ccccn2)c1F. RXN SMILES: [C:15]([OH:16])(=[O:17])[CH3:18].[CH3:27][OH:28].[CH:19](=[CH2:20])[c:21]1[n:22][cH:23][cH:24][cH:25][cH:26]1.[NH2:1][c:2]1[c:3]([F:14])[c:4]([CH2:9][C:10](=[O:11])[O:12][CH3:13])[c:5]([F:8])[cH:6][cH:7]1>>[NH:1]([c:2]1[c:3]([F:14])[c:4]([CH2:9][C:10](=[O:11])[O:12][CH3:13])[c:5]([F:8])[cH:6][cH:7]1)[CH2:20][CH2:19][c:21]1[n:22][cH:23][cH:24][cH:25][cH:26]1. The reactants are BrC=1C=C(C2=C(C1)C1=C(CCN(CC1)C(=O)OCC)O2)Cl (ethyl 9-bromo-7-chloro-4,5-dihydro-1H-benzofuro[2,3-d]azepine-3(2H)-carboxylate), C1(=CC=CC=C1)S(=O)[O-].[Na+] (sodium benzenesulfinate). The product is ClC1=CC(=CC2=C1OC=1CCN(CCC12)C(=O)OCC)S(=O)(=O)C1=CC=CC=C1 (ethyl 7-chloro-9-(phenylsulfonyl)-4,5-dihydro-1H-benzofuro[2,3-d]azepine-3(2H)-carboxylate). The yield is 62.0%. Reaction SMILES: Br[C:2]1[CH:3]=[C:4]([Cl:21])[C:5]2[O:20][C:9]3[CH2:10][CH2:11][N:12]([C:15]([O:17][CH2:18][CH3:19])=[O:16])[CH2:13][CH2:14][C:8]=3[C:6]=2[CH:7]=1.[C:22]1([S:28]([O-:30])=[O:29])[CH:27]=[CH:26][CH:25]=[CH:24][CH:23]=1.[Na+]>>[Cl:21][C:4]1[C:5]2[O:20][C:9]3[CH2:10][CH2:11][N:12]([C:15]([O:17][CH2:18][CH3:19])=[O:16])[CH2:13][CH2:14][C:8]=3[C:6]=2[CH:7]=[C:2]([S:28]([C:22]2[CH:27]=[CH:26][CH:25]=[CH:24][CH:23]=2)(=[O:30])=[O:29])[CH:3]=1 |f:1.2|. Procedure: The product of step D and sodium benzenesulfinate were coupled using the procedure of Example 29 step C. Purification by flash column chromatography (SiO2, 9:1 to 1:1 hexanes/ethyl acetate) afforded ethyl 7-chloro-9-(phenylsulfonyl)-4,5-dihydro-1H-benzofuro[2,3-d]azepine-3(2H)-carboxylate (35 mg, 62%) as a white solid: 1H NMR (CDCl3, 300 MHz) δ 8.00-7.92. (m, 3H), 7.80 (s, 1H), 7.62-7.48 (m, 3H), 4.20 (q, J=7.1 Hz, 2H), 3.80-3.68 (m, 4H), 3.22-3.11 (m, 2H), 2.96-2.82 (m, 2H), 1.29 (t, J=7.1 Hz, ... Reported procedure: To a suspension of ground potassium hydroxide (0.483 g, 8.60 mmol) in anhydrous dimethyl sulfoxide (15 mL) at room temperature under nitrogen was added a solution of 4-fluoro-1H-indazol-3-amine (for a preparation see Intermediate 36) (0.52 g, 3.44 mmol) in anhydrous dimethyl sulfoxide (10 mL). The resulting deep red solution was treated after 10 minutes with 3-cyanobenzyl bromide (0.843 g, 4.30 mmol) in one portion. The reaction mixture was stirred for 30 min and then poured into water (100 mL),... Reaction SMILES: [OH-].[K+].[F:3][C:4]1[CH:12]=[CH:11][CH:10]=[C:9]2[C:5]=1[C:6]([NH2:13])=[N:7][NH:8]2.[C:14]([C:16]1[CH:17]=[C:18]([CH:21]=[CH:22][CH:23]=1)[CH2:19]Br)#[N:15].O>CS(C)=O>[NH2:13][C:6]1[C:5]2[C:9](=[CH:10][CH:11]=[CH:12][C:4]=2[F:3])[N:8]([CH2:19][C:18]2[CH:17]=[C:16]([CH:23]=[CH:22][CH:21]=2)[C:14]#[N:15])[N:7]=1 |f:0.1|. The solvent is CS(=O)C (dimethyl sulfoxide), CS(=O)C (dimethyl sulfoxide). Reaction conditions: time 30 minute. The product is NC1=NN(C2=CC=CC(=C12)F)CC=1C=C(C#N)C=CC1 (3-[(3-Amino-4-fluoro-1H-indazol-1-yl)methyl]benzonitrile). The reactants are C(#N)C=1C=C(CBr)C=CC1 (3-cyanobenzyl bromide), [OH-].[K+] (potassium hydroxide), FC1=C2C(=NNC2=CC=C1)N (4-fluoro-1H-indazol-3-amine), Intermediate 36, O (water). Starting materials: O=S(Cl)Cl, O=C(O)c1ccc2nccnc2c1. As a reaction SMILES: [S:14]([Cl:15])([Cl:16])=[O:17].[n:1]1[cH:2][cH:3][n:4][c:5]2[cH:6][c:7]([C:11](=[O:12])[OH:13])[cH:8][cH:9][c:10]12>>[Cl-:16].[n:1]1[cH:2][cH:3][n:4][c:5]2[cH:6][c:7]([C:11](=[O:12])[OH:13])[cH:8][cH:9][c:10]12. Product: [Cl-], O=C(O)c1ccc2nccnc2c1. Starting materials: BrC=1C=C(C=CC1)C=1C2=CC=CC=C2C(=C2C=CC=CC12)C1=CC=CC=C1 (9-(3-bromophenyl)-10-phenylanthracene), C(C)(C)(C)P(C(C)(C)C)C(C)(C)C (tri(tert-butyl)phosphine), C1=CC=C(C=2OC3=C(C21)C=CC=C3)C=3C=CC=2NC1=CC=CC=C1C2C3 (3-(dibenzofuran-4-yl)-9H-carbazole), CC(C)([O-])C.[Na+] (sodium tert-butoxide). Reagents/catalysts: C=1C=CC(=CC1)/C=C/C(=O)/C=C/C2=CC=CC=C2.C=1C=CC(=CC1)/C=C/C(=O)/C=C/C2=CC=CC=C2.[Pd] (bis(dibenzylideneacetone)palladium(0)). Solvent: CCCCCC (hexane), C1(=CC=CC=C1)C (toluene). Product: C1=CC=C(C=2OC3=C(C21)C=CC=C3)C=3C=CC=2N(C1=CC=CC=C1C2C3)C3=CC(=CC=C3)C=3C2=CC=CC=C2C(=C2C=CC=CC32)C3=CC=CC=C3 (3-(Dibenzofuran-4-yl)-9-[3-(10-phenyl-9-anthryl)phenyl]-9H-carbazole). Isolated yield 90.7%. Reaction SMILES: Br[C:2]1[CH:3]=[C:4]([C:8]2[C:9]3[C:14]([C:15]([C:22]4[CH:27]=[CH:26][CH:25]=[CH:24][CH:23]=4)=[C:16]4[C:21]=2[CH:20]=[CH:19][CH:18]=[CH:17]4)=[CH:13][CH:12]=[CH:11][CH:10]=3)[CH:5]=[CH:6][CH:7]=1.[CH:28]1[C:36]2[C:35]3[CH:37]=[CH:38][CH:39]=[CH:40][C:34]=3[O:33][C:32]=2[C:31]([C:41]2[CH:42]=[CH:43][C:44]3[NH:45][C:46]4[C:51]([C:52]=3[CH:53]=2)=[CH:50][CH:49]=[CH:48][CH:47]=4)=[CH:30][CH:29]=1.CC(C)([O-])C.[Na+].C(P(C(C)(C)C)C(C)(C)C)(C)(C)C>C1C=CC(/C=C/C(/C=C/C2C=CC=CC=2)=O)=CC=1.C1C=CC(/C=C/C(/C=C/C2C=CC=CC=2)=O)=CC=1.[Pd].CCCCCC.C1(C)C=CC=CC=1>[CH:28]1[C:36]2[C:35]3[CH:37]=[CH:38][CH:39]=[CH:40][C:34]=3[O:33][C:32]=2[C:31]([C:41]2[CH:42]=[CH:43][C:44]3[N:45]([C:6]4[CH:7]=[CH:2][CH:3]=[C:4]([C:8]5[C:21]6[C:16]([C:15]([C:22]7[CH:27]=[CH:26][CH:25]=[CH:24][CH:23]=7)=[C:14]7[C:9]=5[CH:10]=[CH:11][CH:12]=[CH:13]7)=[CH:17][CH:18]=[CH:19][CH:20]=6)[CH:5]=4)[C:46]4[C:51]([C:52]=3[CH:53]=2)=[CH:50][CH:49]=[CH:48][CH:47]=4)=[CH:30][CH:29]=1 |f:2.3,5.6.7|. Procedure details: In a 100-mL three-neck flask were put 1.2 g (3.0 mmol) of 9-(3-bromophenyl)-10-phenylanthracene, 1.0 g (3.0 mmol) of 3-(dibenzofuran-4-yl)-9H-carbazole, and 0.87 g (9.1 mmol) of sodium tert-butoxide. After the air in the flask was replaced with nitrogen, to this mixture were added 20 mL of toluene and 0.2 mL of tri(tert-butyl)phosphine (a 10 wt % hexane solution). This mixture was degassed by being stirred while the pressure was reduced. After the degassing, 87 mg (0.15 mmol) of bis(dibenzyliden...